Task: describe an organic reaction: reactants, conditions, products, and yield. Dataset: the Open Reaction Database (ORD), a public repository of structured organic reaction records Starting materials: CCO, CCN(C(C)C)C(C)C, O=[N+]([O-])c1ccc(Cl)nc1Cl, NC1CCOCC1. The product is O=[N+]([O-])c1ccc(Cl)nc1NC1CCOCC1. Reaction SMILES: [CH3:28][CH2:29][OH:30].[CH:19]([N:20]([CH2:21][CH3:22])[CH:23]([CH3:24])[CH3:25])([CH3:26])[CH3:27].[Cl:1][c:2]1[n:3][c:4]([Cl:11])[cH:5][cH:6][c:7]1[N+:8](=[O:9])[O-:10].[NH2:12][CH:13]1[CH2:14][CH2:15][O:16][CH2:17][CH2:18]1>>[c:2]1([NH:12][CH:13]2[CH2:14][CH2:15][O:16][CH2:17][CH2:18]2)[n:3][c:4]([Cl:11])[cH:5][cH:6][c:7]1[N+:8](=[O:9])[O-:10]. Reactants: Cl, CCCNCC(=O)c1cc(Cl)c(N)c(C#N)c1. As a reaction SMILES: [ClH:1].[NH2:2][c:3]1[c:4]([Cl:18])[cH:5][c:6]([C:11]([CH2:12][NH:13][CH2:14][CH2:15][CH3:16])=[O:17])[cH:7][c:8]1[C:9]#[N:10]>>[NH2:2][c:3]1[c:4]([Cl:18])[cH:5][c:6]([CH:11]([CH2:12][NH:13][CH2:14][CH2:15][CH3:16])[OH:17])[cH:7][c:8]1[C:9]#[N:10]. The product is CCCNCC(O)c1cc(Cl)c(N)c(C#N)c1.